This data is from the Open Reaction Database (ORD), a public repository of structured organic reaction records. The task is: describe an organic reaction: reactants, conditions, products, and yield Starting materials: C(C)OC1=CC(=C(C(=O)OC)C=C1OC)[N+](=O)[O-] (methyl 4-ethoxy-5-methoxy-2-nitrobenzoate), [Cl-].[NH4+] (ammonium chloride), O (water), [Cl-].[NH4+] (ammonium chloride). Reagents/catalysts: [Fe] (iron), [Fe] (iron). Solvent: CO (methanol). Yields the product NC1=C(C(=O)OC)C=C(C(=C1)OCC)OC (Methyl 2-amino-4-ethoxy-5-methoxybenzoate). Isolated yield 82.7%. Reaction SMILES: [CH2:1]([O:3][C:4]1[C:13]([O:14][CH3:15])=[CH:12][C:7]([C:8]([O:10][CH3:11])=[O:9])=[C:6]([N+:16]([O-])=O)[CH:5]=1)[CH3:2].[Cl-].[NH4+].O>[Fe].CO>[NH2:16][C:6]1[CH:5]=[C:4]([O:3][CH2:1][CH3:2])[C:13]([O:14][CH3:15])=[CH:12][C:7]=1[C:8]([O:10][CH3:11])=[O:9] |f:1.2|. Procedure: A mixture of 24.110 g (94.5 mmol) methyl 4-ethoxy-5-methoxy-2-nitrobenzoate, 15.81 g (283 mmol) iron powder, 25.28 g (472 mmol) ammonium chloride, 135 ml water, and 350 ml methanol was heated to reflux under N2. At both 3 and 5.5 hours added the same amount of iron and ammonium chloride. Removed heat at 6.5 hours, added ethyl acetate and saturated sodium bicarbonate, filtered through celite and separated layers. Washed organic layer with saturated sodium bicarbonate, dried with magnesium sulfate... RXN SMILES: [CH2:1]([O:3][C:4]1[C:5](=[O:16])[O:6][C:7]2[CH:14]=[CH:13][C:12]([OH:15])=[CH:11][C:8]=2[C:9]=1[OH:10])[CH3:2].[C:17]([O:20][CH2:21][CH2:22][CH2:23][CH2:24]Br)(=[O:19])[CH3:18]>>[CH2:1]([O:3][C:4]1[C:5](=[O:16])[O:6][C:7]2[CH:14]=[CH:13][C:12]([O:15][CH2:24][CH2:23][CH2:22][CH2:21][O:20][C:17](=[O:19])[CH3:18])=[CH:11][C:8]=2[C:9]=1[OH:10])[CH3:2]. The reactants are C(C)OC=1C(OC2=C(C1O)C=C(C=C2)O)=O (3-ethoxy-4,6-dihydroxy-2H-1-benzopyran-2-one), C(C)(=O)OCCCCBr (4-bromobutyl acetate). Procedure: In the same manner as in Reference Example 1, except that an equimolar amount of 3-ethoxy-4,6-dihydroxy-2H-1-benzopyran-2-one was used in place of 3-ethoxy-4,5-dihydroxy-2H-1-benzopyran-2-one, and 4-bromobutyl acetate was used in place of 2-bromoethyl acetate in Reference Example 1, 3-ethoxy-4-hydroxy-6-(4-acetoxybutoxy)-2H-1-benzopyran-2-one was obtained. Yields the product C(C)OC=1C(OC2=C(C1O)C=C(C=C2)OCCCCOC(C)=O)=O (3-ethoxy-4-hydroxy-6-(4-acetoxybutoxy)-2H-1-benzopyran-2-one). Reactants: [Si](C)(C)(C(C)(C)C)OC1CCC(CC1)CC(=O)[O-] ((4-{[tert-butyl(dimethyl)silyl]oxy}cyclohexyl)ethanoate), [OH-].[Na+] (NaOH), OS(=O)(=O)[O-].[K+] (KHSO4). The solvent is [Cl-].[Na+].O (brine), C1CCOC1.CO (THF methanol). Conditions: time 8 hour. The product is [Si](C)(C)(C(C)(C)C)OC1CCC(CC1)CC(=O)O ((4-{[tert-butyl(dimethyl)silyl]oxy}cyclohexyl) ethanoic acid). RXN SMILES: [Si:1]([O:8][CH:9]1[CH2:14][CH2:13][CH:12]([CH2:15][C:16]([O-:18])=[O:17])[CH2:11][CH2:10]1)([C:4]([CH3:7])([CH3:6])[CH3:5])([CH3:3])[CH3:2].[OH-].[Na+].OS([O-])(=O)=O.[K+]>C1COCC1.CO.[Cl-].[Na+].O>[Si:1]([O:8][CH:9]1[CH2:10][CH2:11][CH:12]([CH2:15][C:16]([OH:18])=[O:17])[CH2:13][CH2:14]1)([C:4]([CH3:7])([CH3:6])[CH3:5])([CH3:3])[CH3:2] |f:1.2,3.4,5.6,7.8.9|. Procedure: To a solution of tert-butyl(dimethyl)silyl(2R)-){[4-(2-butynyloxy)phenyl]sulfonyl}amino)(4-{[tert-butyl(dimethyl)silyl]oxy}cyclohexyl)ethanoate (0.76 g ,1.24 mmol) in 8 mL of THF/methanol (1:1) was added 1 N NaOH (1.25 mL, 1.25 mmol) and the reaction was stirred at room temperature overnight. Reducing the solvent to one quarter volume, then adding brine, the aqueous layer was neutralized with 1M KHSO4 to pH˜4 and then extracted with ethyl acetate. The combined organics were washed with water and...